From a dataset of the Open Reaction Database (ORD), a public repository of structured organic reaction records. describe an organic reaction: reactants, conditions, products, and yield Reactants: C(C)(C)(C)OC(N[C@@H](CC1=CC=CC=C1)C(N)=O)=O ((S)-2-phenyl-1-carbamoyl-ethyl-carbamic acid tert-butyl ester), C(C)(C)(C)N1S(C(=CC1=O)Cl)(=O)=O (2-tert-Butyl-5-chloro-1,1-dioxo-1,2-dihydro-1λ6-isothiazol-3-one). The product is C(C)(C)(C)OC(N[C@@H](CC1=CC=C(C=C1)C1=CC(N(S1(=O)=O)C(C)(C)C)=O)C(N)=O)=O ({(S)-2-[4-(2-tert-Butyl-1,1,3-trioxo-2,3-dihydro-1H-1λ6-isothiazol-5-yl)-phenyl]1-carbamoyl-ethyl}-carbamic acid tert-butyl ester). As a reaction SMILES: [C:1]([O:5][C:6](=[O:19])[NH:7][C@H:8]([C:16](=[O:18])[NH2:17])[CH2:9][C:10]1[CH:15]=[CH:14][CH:13]=[CH:12][CH:11]=1)([CH3:4])([CH3:3])[CH3:2].[C:20]([N:24]1[C:28](=[O:29])[CH:27]=[C:26](Cl)[S:25]1(=[O:32])=[O:31])([CH3:23])([CH3:22])[CH3:21]>>[C:1]([O:5][C:6](=[O:19])[NH:7][C@H:8]([C:16](=[O:18])[NH2:17])[CH2:9][C:10]1[CH:15]=[CH:14][C:13]([C:26]2[S:25](=[O:31])(=[O:32])[N:24]([C:20]([CH3:22])([CH3:21])[CH3:23])[C:28](=[O:29])[CH:27]=2)=[CH:12][CH:11]=1)([CH3:4])([CH3:2])[CH3:3]. Procedure details: This compound was prepared according to the procedure of Example 1.1, Step 4, using (S)-2-phenyl-1-carbamoyl-ethyl-carbamic acid tert-butyl ester and 9-A as the starting materials. LCMS found for C21H29N3O6SNa (M+Na)+: m/z=474. Procedure: With the procedure of Example 1, the reaction of 3,4-dichlorobenzylamine with 4-chloro-2-(isoxazol-5-yl)-6-ethyl-thieno-[2,3-d]-pyrimidine yields 2-(isoxazol-5-yl)-4-(3,4-dichlorobenzylamino)-6-ethyl-thieno-[2,3-d]-pyrimidine. As a reaction SMILES: [Cl:1][C:2]1[CH:3]=[C:4]([CH:7]=[CH:8][C:9]=1[Cl:10])[CH2:5][NH2:6].Cl[C:12]1[C:13]2[CH:25]=[C:24]([CH2:26][CH3:27])[S:23][C:14]=2[N:15]=[C:16]([C:18]2[O:22][N:21]=[CH:20][CH:19]=2)[N:17]=1>>[O:22]1[C:18]([C:16]2[N:17]=[C:12]([NH:6][CH2:5][C:4]3[CH:7]=[CH:8][C:9]([Cl:10])=[C:2]([Cl:1])[CH:3]=3)[C:13]3[CH:25]=[C:24]([CH2:26][CH3:27])[S:23][C:14]=3[N:15]=2)=[CH:19][CH:20]=[N:21]1. The product is O1N=CC=C1C=1N=C(C2=C(N1)SC(=C2)CC)NCC2=CC(=C(C=C2)Cl)Cl (2-(isoxazol-5-yl)-4-(3,4-dichlorobenzylamino)-6-ethyl-thieno-[2,3-d]-pyrimidine). The reactants are ClC=1C=C(CN)C=CC1Cl (3,4-dichlorobenzylamine), ClC=1C2=C(N=C(N1)C1=CC=NO1)SC(=C2)CC (4-chloro-2-(isoxazol-5-yl)-6-ethyl-thieno-[2,3-d]-pyrimidine). Reactants: C(C=C)NC1=CC(=NC2=CC=C(C=C12)Cl)NCC=1OC(=CC1)C (N4-allyl-6-chloro-N2-(5-methyl-furan-2-ylmethyl)-quinoline-2,4-diamine), C(C1=CC=CC=C1)N (benzylamine). The product is C(C1=CC=CC=C1)NC=1C=C2C(=CC(=NC2=CC1)NCC=1OC(=CC1)C)N (N6-Benzyl-N2-(5-methyl-furan-2-ylmethyl)-quinoline-2,4,6-triamine). RXN SMILES: C([NH:4][C:5]1[C:14]2[C:9](=[CH:10][CH:11]=[C:12](Cl)[CH:13]=2)[N:8]=[C:7]([NH:16][CH2:17][C:18]2[O:19][C:20]([CH3:23])=[CH:21][CH:22]=2)[CH:6]=1)C=C.[CH2:24]([NH2:31])[C:25]1[CH:30]=[CH:29][CH:28]=[CH:27][CH:26]=1>>[CH2:24]([NH:31][C:12]1[CH:13]=[C:14]2[C:9](=[CH:10][CH:11]=1)[N:8]=[C:7]([NH:16][CH2:17][C:18]1[O:19][C:20]([CH3:23])=[CH:21][CH:22]=1)[CH:6]=[C:5]2[NH2:4])[C:25]1[CH:30]=[CH:29][CH:28]=[CH:27][CH:26]=1. Reported procedure: The title compound, MS: m/e=359.2 (M+H+), was prepared in accordance with the general method of example 44 from N4-allyl-6-chloro-N2-(5-methyl-furan-2-ylmethyl)-quinoline-2,4-diamine and benzylamine. The reactants are CC(C)(C)OC(=O)N(Cc1ccc(F)cc1)c1ncc(C(=O)c2c[nH]c3ncccc23)s1, O=C([O-])O, ClCCl, Cl, [Na+]. The product is O=C(c1cnc(NCc2ccc(F)cc2)s1)c1c[nH]c2ncccc12. Reaction SMILES: [C:1]([O:2][C:3](=[O:4])[N:7]([c:8]1[s:9][c:10]([C:13](=[O:14])[c:15]2[cH:16][nH:17][c:18]3[n:19][cH:20][cH:21][cH:22][c:23]23)[cH:11][n:12]1)[CH2:24][c:25]1[cH:26][cH:27][c:28]([F:31])[cH:29][cH:30]1)([CH3:5])([CH3:6])[CH3:32].[C:34](=[O:35])([OH:36])[O-:37].[Cl:39][CH2:40][Cl:41].[ClH:33].[Na+:38]>>[NH:7]([c:8]1[s:9][c:10]([C:13](=[O:14])[c:15]2[cH:16][nH:17][c:18]3[n:19][cH:20][cH:21][cH:22][c:23]23)[cH:11][n:12]1)[CH2:24][c:25]1[cH:26][cH:27][c:28]([F:31])[cH:29][cH:30]1. The reactants are COC1=CC=C(C=C1)C1=C(N(C2=CC=CC=C12)CC1=CC(=CC=C1)OCC1=CC=CC=C1)C(=O)OCC (ethyl 3-(4-methoxyphenyl)-1-{[3-(phenylmethoxy)phenyl]methyl}indole-2-carboxylate). Reagents/catalysts: [Pd] (palladium on carbon). Run in C(C)(=O)OCC (ethyl acetate). Reaction conditions: time 48 hour. Yields the product OC=1C=C(C=CC1)CN1C(=C(C2=CC=CC=C12)C1=CC=C(C=C1)OC)C(=O)OCC (ethyl 1-[(3-hydroxyphenyl)methyl]-3-(4-methoxyphenyl)indole-2-carboxylate). Isolated yield 89.0%. As a reaction SMILES: [CH3:1][O:2][C:3]1[CH:8]=[CH:7][C:6]([C:9]2[C:17]3[C:12](=[CH:13][CH:14]=[CH:15][CH:16]=3)[N:11]([CH2:18][C:19]3[CH:24]=[CH:23][CH:22]=[C:21]([O:25]CC4C=CC=CC=4)[CH:20]=3)[C:10]=2[C:33]([O:35][CH2:36][CH3:37])=[O:34])=[CH:5][CH:4]=1>[Pd].C(OCC)(=O)C>[OH:25][C:21]1[CH:20]=[C:19]([CH2:18][N:11]2[C:12]3[C:17](=[CH:16][CH:15]=[CH:14][CH:13]=3)[C:9]([C:6]3[CH:5]=[CH:4][C:3]([O:2][CH3:1])=[CH:8][CH:7]=3)=[C:10]2[C:33]([O:35][CH2:36][CH3:37])=[O:34])[CH:24]=[CH:23][CH:22]=1. Procedure: To a Parr shaker bottle purged with Argon was added palladium on carbon (Degussa type) (500 mg), ethyl acetate (10 mL), ethyl 3-(4-methoxyphenyl)-1-{[3-(phenylmethoxy)phenyl]methyl}indole-2-carboxylate (Example 45, 5 g crude material, 7.0 mmol, in 120 mL methanol and 40 mL ethyl acetate). The mixture was hydrogenated at 55 psi for 48 h. The mixture was then filtered through Celite and the filtrate was concentrated in vacuo. The residue was purified with silica gel flash chromatography using hexa... Starting materials: C(C#Cc1ccc(C=O)cc1)O, CC1=CN=C(C=C1)N, [C-]#[N+]C1CCCCC1. Reagents/catalysts: O=C(O)C(F)(F)F (trifluoroacetic acid). The solvent is CC(C)O (isopropyl alcohol), CC(C)O (isopropylalcohol). Run at temperature 22 celsius, time 20 hour. Yields the product Cc1ccc2nc(c3ccc(C#CCO)cc3)c(NC3CCCCC3)n2c1. The yield is 51.7%. RXN SMILES: CC1=CC=C(N)N=C1.[C-]#[N+]C1CCCCC1.OCC#CC1=CC=C(C=O)C=C1>>CC1=CN2C(C=C1)=NC(=C2NC1CCCCC1)C1=CC=C(C=C1)C#CCO. Reactants: Br, CCc1cccc(N)c1, [Cu]Br, O=N[O-], [Na+], O=[SH]O. Yields the product CCc1cccc(Br)c1. Reaction SMILES: [BrH:14].[CH2:1]([CH3:2])[c:3]1[cH:4][c:5]([NH2:6])[cH:7][cH:8][cH:9]1.[Cu:18][Br:19].[N:10]([O-:11])=[O:12].[Na+:13].[SH:15]([OH:16])=[O:17]>>[CH2:1]([CH3:2])[c:3]1[cH:4][c:5]([Br:14])[cH:7][cH:8][cH:9]1. Reactants: N#Cc1ccc(-c2ccc(C=O)cc2)cc1, COC[P+](c1ccccc1)(c1ccccc1)c1ccccc1, COC(C)(C)C, CCOC(C)=O, [Cl-], C1CCOC1, O. Yields the product COC=Cc1ccc(-c2ccc(C#N)cc2)cc1. Reaction SMILES: [C:24](#[N:25])[c:26]1[cH:27][cH:28][c:29](-[c:32]2[cH:33][cH:34][c:35]([CH:38]=[O:39])[cH:36][cH:37]2)[cH:30][cH:31]1.[CH3:2][O:3][CH2:4][P+:5]([c:6]1[cH:7][cH:8][cH:9][cH:10][cH:11]1)([c:12]1[cH:13][cH:14][cH:15][cH:16][cH:17]1)[c:18]1[cH:19][cH:20][cH:21][cH:22][cH:23]1.[CH3:41][O:42][C:43]([CH3:44])([CH3:45])[CH3:46].[CH3:52][CH2:53][O:54][C:55](=[O:56])[CH3:57].[Cl-:1].[O:47]1[CH2:48][CH2:49][CH2:50][CH2:51]1.[OH2:40]>>[CH3:2][O:3][CH:4]=[CH:38][c:35]1[cH:34][cH:33][c:32](-[c:29]2[cH:28][cH:27][c:26]([C:24]#[N:25])[cH:31][cH:30]2)[cH:37][cH:36]1.